From a dataset of the Open Reaction Database (ORD), a public repository of structured organic reaction records. describe an organic reaction: reactants, conditions, products, and yield Starting materials: C1(CCCC1)NC=1C=CC=C2C=C(NC12)C=1SC[C@H](N1)CC(=O)O ([(R)-2-(7-cyclopentylamino-1H-indol-2-yl)-4,5-dihydro-thiazol-4-yl]acetic acid), ONC(=N)N1CCCCC1 (N-hydroxypiperidinecarboxamidine). Product: C1(CCCC1)NC=1C=CC=C2C=C(NC12)C=1SC[C@H](N1)CC1=NC(=NO1)N1CCCCC1 (cyclopentyl-{2-[(R)-4-(3-piperidin-1-yl-[1,2,4]oxadiazol-5-ylmethyl)-4,5-dihydro-thiazol-2-yl]-1H-indol-7-yl}-amine). Yield: 54.0%. RXN SMILES: [CH:1]1([NH:6][C:7]2[CH:8]=[CH:9][CH:10]=[C:11]3[C:15]=2[NH:14][C:13]([C:16]2[S:17][CH2:18][C@@H:19]([CH2:21][C:22]([OH:24])=O)[N:20]=2)=[CH:12]3)[CH2:5][CH2:4][CH2:3][CH2:2]1.O[NH:26][C:27]([N:29]1[CH2:34][CH2:33][CH2:32][CH2:31][CH2:30]1)=[NH:28]>>[CH:1]1([NH:6][C:7]2[CH:8]=[CH:9][CH:10]=[C:11]3[C:15]=2[NH:14][C:13]([C:16]2[S:17][CH2:18][C@@H:19]([CH2:21][C:22]4[O:24][N:28]=[C:27]([N:29]5[CH2:34][CH2:33][CH2:32][CH2:31][CH2:30]5)[N:26]=4)[N:20]=2)=[CH:12]3)[CH2:5][CH2:4][CH2:3][CH2:2]1. Procedure details: The compound (140 mg, 0.41 mmol) prepared in Example 42 and N-hydroxypiperidinecarboxamidine instead of N-hydroxycyclopentanecarboxamidine were reacted according to the same procedure as Example 172 to give the title compound (100 mg, Yield 54%). Reactants: C[Si](C)(C)C#N, CN(C)N=C1CCN(N(C)C)CC1, O. Product: CN(C)NC1(C#N)CCN(N(C)C)CC1. RXN SMILES: [CH3:14][Si:15]([CH3:16])([CH3:17])[C:18]#[N:19].[CH3:1][N:2]([N:3]=[C:4]1[CH2:5][CH2:6][N:7]([N:10]([CH3:11])[CH3:12])[CH2:8][CH2:9]1)[CH3:13].[OH2:20]>>[CH3:1][N:2]([NH:3][C:4]1([C:18]#[N:19])[CH2:5][CH2:6][N:7]([N:10]([CH3:11])[CH3:12])[CH2:8][CH2:9]1)[CH3:13]. Starting materials: CN, CCO, O=[N+]([O-])c1cnccc1Cl. The product is CNc1ccncc1[N+](=O)[O-]. As a reaction SMILES: [CH3:11][NH2:12].[CH3:13][CH2:14][OH:15].[Cl:1][c:2]1[c:3]([N+:8](=[O:9])[O-:10])[cH:4][n:5][cH:6][cH:7]1>>[c:2]1([NH:12][CH3:11])[c:3]([N+:8](=[O:9])[O-:10])[cH:4][n:5][cH:6][cH:7]1. Reactants: C(C)(C)(C)C=1C=C2CCC(C2=CC1)N (5-tert-Butyl-2,3-dihydro-1H-inden-1-ylamine), N(=C=O)C1=C2C=CN=CC2=CC=C1 (5-isocyanatoisoquinoline). Solvent: C(C)OCC (diethyl ether), C(C)OCC (diethyl ether). Reaction conditions: time 2 hour. The product is C(C)(C)(C)C=1C=C2CCC(C2=CC1)NC(=O)NC1=C2C=CN=CC2=CC=C1 (N-(5-tert-butyl-2,3-dihydro-1H-inden-1-yl)-N′-5-isoquinolinylurea). RXN SMILES: [C:1]([C:5]1[CH:6]=[C:7]2[C:11](=[CH:12][CH:13]=1)[CH:10]([NH2:14])[CH2:9][CH2:8]2)([CH3:4])([CH3:3])[CH3:2].[N:15]([C:18]1[CH:27]=[CH:26][CH:25]=[C:24]2[C:19]=1[CH:20]=[CH:21][N:22]=[CH:23]2)=[C:16]=[O:17]>C(OCC)C>[C:1]([C:5]1[CH:6]=[C:7]2[C:11](=[CH:12][CH:13]=1)[CH:10]([NH:14][C:16]([NH:15][C:18]1[CH:27]=[CH:26][CH:25]=[C:24]3[C:19]=1[CH:20]=[CH:21][N:22]=[CH:23]3)=[O:17])[CH2:9][CH2:8]2)([CH3:4])([CH3:2])[CH3:3]. Procedure: 5-tert-Butyl-2,3-dihydro-1H-inden-1-ylamine (150 mg, 1.13 mmol) in diethyl ether (10 mL) was treated with 5-isocyanatoisoquinoline in diethyl ether. The mixture was stirred for 2 hours, filtered, and the filter cake was washed with diethyl ether to provide the title compound. NMR (DMSO-d6) 1.29 (s, 9H), 1.78-1.90 (m, 1H), 2.43-2.54 (m, 1H, buried under DMSO), 2.76-3.05 (m, 2H), 5.19 (m, 1H), 7.27 (m, 2H), 7.31 (m, 1H), 7.43 (d, 1H), 7.89 (t, 1H), 8.05 (d, 1H), 8.63 (d, 1H), 8.69 (d, 1H), 9.33 (s... Reactants: CC(=O)O[BH-](OC(C)=O)OC(C)=O, CC(O)CN, CC(=O)O, ClCCl, CS(=O)(=O)NC(c1ccc(C=O)cc1)C(F)(F)F, [Na+]. Product: CC(O)CNCc1ccc(C(NS(C)(=O)=O)C(F)(F)F)cc1. Reaction SMILES: [C:28]([O:29][BH-:30]([O:31][C:32](=[O:33])[CH3:34])[O:35][C:36](=[O:37])[CH3:38])(=[O:39])[CH3:40].[CH3:1][CH:2]([OH:3])[CH2:4][NH2:5].[CH3:6][C:7](=[O:8])[OH:9].[Cl:42][CH2:43][Cl:44].[F:10][C:11]([CH:12]([c:13]1[cH:14][cH:15][c:16]([CH:19]=[O:20])[cH:17][cH:18]1)[NH:21][S:22](=[O:23])(=[O:24])[CH3:25])([F:26])[F:27].[Na+:41]>>[CH3:1][CH:2]([OH:3])[CH2:4][NH:5][CH2:19][c:16]1[cH:15][cH:14][c:13]([CH:12]([C:11]([F:10])([F:26])[F:27])[NH:21][S:22](=[O:23])(=[O:24])[CH3:25])[cH:18][cH:17]1.